This data is from the Open Reaction Database (ORD), a public repository of structured organic reaction records. The task is: describe an organic reaction: reactants, conditions, products, and yield Starting materials: ClC1=C(C=CC(=C1Cl)O)C(C(C(F)(F)F)(O)C=1C=CC(N(C1)C)=O)C (5-[2-(2,3-dichloro-4-hydroxy-phenyl)-1-hydroxy-1-trifluoromethyl-propyl]-1-methyl-1H-pyridin-2-one), COC(=O)C1=CC=C(C=C1)B(O)O (4-methoxycarbonylphenylboronic acid). The reagents and catalysts are C(C)(=O)[O-].[Cu+2].C(C)(=O)[O-] (copper-(II)-acetate). Solvent: N1=CC=CC=C1 (pyridine). Product: COC(C1=CC=C(C=C1)OC1=C(C(=C(C=C1)C(C(C(F)(F)F)(C1=CN(C(C=C1)=O)C)O)C)Cl)Cl)=O (4-{2,3-Dichloro-4-[3,3,3-trifluoro-2-hydroxy-1-methyl-2-(1-methyl-6-oxo-1,6-dihydro-pyridin-3-yl)-propyl]-phenoxy}-benzoic acid methyl ester). Reaction SMILES: [Cl:1][C:2]1[C:7]([Cl:8])=[C:6]([OH:9])[CH:5]=[CH:4][C:3]=1[CH:10]([CH3:25])[C:11]([C:17]1[CH:18]=[CH:19][C:20](=[O:24])[N:21]([CH3:23])[CH:22]=1)([OH:16])[C:12]([F:15])([F:14])[F:13].[CH3:26][O:27][C:28]([C:30]1[CH:35]=[CH:34][C:33](B(O)O)=[CH:32][CH:31]=1)=[O:29]>C([O-])(=O)C.[Cu+2].C([O-])(=O)C.N1C=CC=CC=1>[CH3:26][O:27][C:28](=[O:29])[C:30]1[CH:35]=[CH:34][C:33]([O:9][C:6]2[CH:5]=[CH:4][C:3]([CH:10]([CH3:25])[C:11]([OH:16])([C:17]3[CH:18]=[CH:19][C:20](=[O:24])[N:21]([CH3:23])[CH:22]=3)[C:12]([F:15])([F:13])[F:14])=[C:2]([Cl:1])[C:7]=2[Cl:8])=[CH:32][CH:31]=1 |f:2.3.4|. Procedure details: In analogy to Example 151, step 8, 5-[2-(2,3-dichloro-4-hydroxy-phenyl)-1-hydroxy-1-trifluoromethyl-propyl]-1-methyl-1H-pyridin-2-one was reacted with 4-methoxycarbonylphenylboronic acid, copper-(II)-acetate and pyridine to give the title compound as a colorless solid. MS (m/e, ISP neg. ion)=528.2 [M−H+]. The reactants are B, O=C([O-])O, C=CCNC(=O)NC(=O)C(CC1CCCC1)c1ccc(Cl)c(Cl)c1, CCO, [Na+], C1CCOC1, C1CCOC1, OO. Yields the product CC(O)CNC(=O)NC(=O)C(CC1CCCC1)c1ccc(Cl)c(Cl)c1. Reaction SMILES: [BH3:30].[C:31](=[O:32])([OH:33])[O-:34].[CH2:1]([CH:2]=[CH2:3])[NH:4][C:5](=[O:6])[NH:7][C:8]([CH:9]([CH2:10][CH:11]1[CH2:12][CH2:13][CH2:14][CH2:15]1)[c:16]1[cH:17][c:18]([Cl:23])[c:19]([Cl:22])[cH:20][cH:21]1)=[O:24].[CH3:43][CH2:44][OH:45].[Na+:35].[O:25]1[CH2:26][CH2:27][CH2:28][CH2:29]1.[O:38]1[CH2:39][CH2:40][CH2:41][CH2:42]1.[OH:36][OH:37]>>[CH2:1]([CH:2]([CH3:3])[OH:25])[NH:4][C:5](=[O:6])[NH:7][C:8]([CH:9]([CH2:10][CH:11]1[CH2:12][CH2:13][CH2:14][CH2:15]1)[c:16]1[cH:17][c:18]([Cl:23])[c:19]([Cl:22])[cH:20][cH:21]1)=[O:24]. Starting materials: CC(C)C(NC(=O)C1CCCN(C(=O)OC(C)(C)C)C1)C(=O)N1CCC(O)(c2ccc(Cl)cc2)C(C)(C)C1, Cl, C1COCCO1. Yields the product CC(C)C(NC(=O)C1CCCNC1)C(=O)N1CCC(O)(c2ccc(Cl)cc2)C(C)(C)C1, Cl. Reaction SMILES: [Cl:1][c:2]1[cH:3][cH:4][c:5]([C:8]2([OH:38])[C:9]([CH3:36])([CH3:37])[CH2:10][N:11]([C:14]([CH:15]([CH:16]([CH3:17])[CH3:18])[NH:19][C:20](=[O:21])[CH:22]3[CH2:23][N:24]([C:28]([O:29][C:30]([CH3:31])([CH3:32])[CH3:33])=[O:34])[CH2:25][CH2:26][CH2:27]3)=[O:35])[CH2:12][CH2:13]2)[cH:6][cH:7]1.[ClH:39].[O:40]1[CH2:41][CH2:42][O:43][CH2:44][CH2:45]1>>[Cl:1][c:2]1[cH:3][cH:4][c:5]([C:8]2([OH:38])[C:9]([CH3:36])([CH3:37])[CH2:10][N:11]([C:14]([CH:15]([CH:16]([CH3:17])[CH3:18])[NH:19][C:20](=[O:21])[CH:22]3[CH2:23][NH:24][CH2:25][CH2:26][CH2:27]3)=[O:35])[CH2:12][CH2:13]2)[cH:6][cH:7]1.[ClH:39]. Reactants: C(C)N(C(=O)C1=C(C=CC(=C1)C=1C=NN(C1)CCCO)NC1=NC(=NC=C1C(F)(F)F)NC1=C(C=C(CP(OCC)(O)=O)C=C1)OC)CC (Ethyl hydrogen (4-{[4-({2-(diethylcarbamoyl)-4-[1-(3-hydroxypropyl)-1H-pyrazol-4-yl]phenyl}amino)-5-(trifluoromethyl)pyrimidin-2-yl]amino}-3-methoxybenzyl)phosphonate), OCCCN1N=C(C(=C1)C1=CC=C(C(=N1)C(NC)=O)NC1=NC(=NC=C1C(F)(F)F)NC1=C(C=C(CP(OCC)(OCC)=O)C=C1)OC)OC (diethyl (4-{[4-({6-[1-(3-hydroxypropyl)-3-methoxy-1H-pyrazol-4-yl]-2-(methylcarbamoyl)pyridin-3-yl}amino)-5-(trifluoromethyl)pyrimidin-2-yl]amino}-3-methoxybenzyl)phosphonate), OCCCN1N=C(C(=C1)C1=CC=C(C(=N1)C(NC)=O)NC1=NC(=NC=C1C(F)(F)F)NC1=C(C=C(CP(OCC)(OCC)=O)C=C1)OC)OC (diethyl (4-{[4-({6-[1-(3-hydroxypropyl)-3-methoxy-1H-pyrazol-4-yl]-2-(methylcarbamoyl)pyridin-3-yl}amino)-5-(trifluoromethyl)pyrimidin-2-yl]amino}-3-methoxybenzyl)phosphonate). Yields the product OCCCN1N=C(C(=C1)C1=CC=C(C(=N1)C(NC)=O)NC1=NC(=NC=C1C(F)(F)F)NC1=C(C=C(CP(OCC)(O)=O)C=C1)OC)OC (Ethyl hydrogen (4-{[4-({6-[1-(3-hydroxypropyl)-3-methoxy-1H-pyrazol-4-yl]-2-(methylcarbamoyl)pyridin-3-yl}amino)-5-(trifluoromethyl)pyrimidin-2-yl]amino}-3-methoxybenzyl)phosphonate). The yield is 48.1%. As a reaction SMILES: C(N(CC)C(C1C=C(C2C=NN(CCCO)C=2)C=CC=1NC1C(C(F)(F)F)=CN=C(NC2C=CC(CP(=O)(O)OCC)=CC=2OC)N=1)=O)C.[OH:50][CH2:51][CH2:52][CH2:53][N:54]1[CH:58]=[C:57]([C:59]2[N:64]=[C:63]([C:65](=[O:68])[NH:66][CH3:67])[C:62]([NH:69][C:70]3[C:75]([C:76]([F:79])([F:78])[F:77])=[CH:74][N:73]=[C:72]([NH:80][C:81]4[CH:95]=[CH:94][C:84]([CH2:85][P:86](=[O:93])([O:90]CC)[O:87][CH2:88][CH3:89])=[CH:83][C:82]=4[O:96][CH3:97])[N:71]=3)=[CH:61][CH:60]=2)[C:56]([O:98][CH3:99])=[N:55]1>>[OH:50][CH2:51][CH2:52][CH2:53][N:54]1[CH:58]=[C:57]([C:59]2[N:64]=[C:63]([C:65](=[O:68])[NH:66][CH3:67])[C:62]([NH:69][C:70]3[C:75]([C:76]([F:77])([F:78])[F:79])=[CH:74][N:73]=[C:72]([NH:80][C:81]4[CH:95]=[CH:94][C:84]([CH2:85][P:86](=[O:90])([OH:93])[O:87][CH2:88][CH3:89])=[CH:83][C:82]=4[O:96][CH3:97])[N:71]=3)=[CH:61][CH:60]=2)[C:56]([O:98][CH3:99])=[N:55]1. Procedure details: Prepared analogously to Compound 3A using diethyl (4-{[4-({6-[1-(3-hydroxypropyl)-3-methoxy-1H-pyrazol-4-yl]-2-(methylcarbamoyl)pyridin-3-yl}amino)-5-(trifluoromethyl)pyrimidin-2-yl]amino}-3-methoxybenzyl)phosphonate (Compound 48B, 286 mg, 0.395 mmol) affording 132 mg of the title compound (48%). 1H NMR (400 MHz, CD3OD) δ 8.86 (br. s., 1H), 8.29 (br. s., 2H), 7.63-7.77 (m, 2H), 7.12 (s, 1H), 6.88 (d, J=8.1 Hz, 1H), 4.14 (t, J=6.7 Hz, 2H), 4.07 (s, 3H), 3.80-3.90 (m, 5H), 3.59 (t, J=6.1 Hz, 2H), ... Reactants: C(CCC)[Li] (n-butyl lithium), ethyl acetate-petroleum ether, C=O (formaldehyde), OCC1=NC=C2N1CCCC2 (3-hydroxymethyl-5,6,7,8-tetrahydroimidazo[1,5-a]pyridine). Product: CN1C(=NC(=C1)C)CO (1,4-dimethyl-2-hydroxymethylimidazole). As a reaction SMILES: [CH2:1]([Li])[CH2:2][CH2:3]C.C=O.[OH:8][CH2:9][C:10]1[N:14]2CCCCC2=[CH:12][N:11]=1>>[CH3:12][N:11]1[CH:3]=[C:2]([CH3:1])[N:14]=[C:10]1[CH2:9][OH:8]. Procedure: The reaction of 1,4-dimethylamidazole (5.65 g.) with n-butyl lithium followed by treatment with formaldehyde (according to the method described for the preparation of 3-hydroxymethyl-5,6,7,8-tetrahydroimidazo[1,5-a]pyridine in Example 243) gave 1,4-dimethyl-2-hydroxymethylimidazole (2.71 g.), m.p. 125°-126° (ethyl acetate-petroleum ether). The reactants are CCN(CC(=O)O)Cc1c([N+](=O)[O-])ccc(Cl)c1Cl, CCO, Cl, O. Yields the product CCN(CC(=O)O)Cc1c(N)ccc(Cl)c1Cl. RXN SMILES: [CH2:2]([CH3:3])[N:4]([CH2:5][C:6](=[O:7])[OH:8])[CH2:9][c:10]1[c:11]([Cl:20])[c:12]([Cl:19])[cH:13][cH:14][c:15]1[N+:16]([O-:17])=[O:18].[CH3:22][CH2:23][OH:24].[ClH:1].[OH2:21]>>[CH2:2]([CH3:3])[N:4]([CH2:5][C:6](=[O:7])[OH:8])[CH2:9][c:10]1[c:11]([Cl:20])[c:12]([Cl:19])[cH:13][cH:14][c:15]1[NH2:16].